Dataset: the Open Reaction Database (ORD), a public repository of structured organic reaction records. Task: describe an organic reaction: reactants, conditions, products, and yield Starting materials: CCO, NN, O=C1c2ccccc2C(=O)N1CCN(C(=O)N1CCc2ccccc2C1c1ccc(C(F)(F)F)cc1)c1ccc(F)cc1. The product is NCCN(C(=O)N1CCc2ccccc2C1c1ccc(C(F)(F)F)cc1)c1ccc(F)cc1. As a reaction SMILES: [CH3:46][CH2:47][OH:48].[NH2:44][NH2:45].[O:1]=[C:2]1[N:3]([CH2:12][CH2:13][N:14]([C:15](=[O:16])[N:17]2[CH:18]([c:27]3[cH:28][cH:29][c:30]([C:33]([F:34])([F:35])[F:36])[cH:31][cH:32]3)[c:19]3[cH:20][cH:21][cH:22][cH:23][c:24]3[CH2:25][CH2:26]2)[c:37]2[cH:38][cH:39][c:40]([F:43])[cH:41][cH:42]2)[C:10](=[O:11])[c:5]2[c:4]1[cH:9][cH:8][cH:7][cH:6]2>>[NH2:3][CH2:12][CH2:13][N:14]([C:15](=[O:16])[N:17]1[CH:18]([c:27]2[cH:28][cH:29][c:30]([C:33]([F:34])([F:35])[F:36])[cH:31][cH:32]2)[c:19]2[cH:20][cH:21][cH:22][cH:23][c:24]2[CH2:25][CH2:26]1)[c:37]1[cH:38][cH:39][c:40]([F:43])[cH:41][cH:42]1.